Task: describe an organic reaction: reactants, conditions, products, and yield. Dataset: the Open Reaction Database (ORD), a public repository of structured organic reaction records Reactants: Cl.N1C[C@@H](CCC1)NC(=O)C1=CNC2=C1N=CN=C2C2=C(C=C(C(=C2)F)OC)OCC2CC2 (4-(2-cyclopropylmethoxy-5-fluoro-4-methoxy-phenyl)-5H-pyrrolo[3,2-d]pyrimidine-7-carboxylic acid (R)-piperidin-3-ylamide hydrochloride), C(CC)(=O)Cl (propionyl chloride). Yields the product C(CC)(=O)N1C[C@@H](CCC1)NC(=O)C1=CNC2=C1N=CN=C2C2=C(C=C(C(=C2)F)OC)OCC2CC2 (4-(2-Cyclopropylmethoxy-5-fluoro-4-methoxy-phenyl)-5H-pyrrolo[3,2-d]pyrimidine-7-carboxylic acid ((R)-1-propionyl-piperidin-3-yl)-amide). As a reaction SMILES: Cl.[NH:2]1[CH2:7][CH2:6][CH2:5][C@@H:4]([NH:8][C:9]([C:11]2[C:15]3[N:16]=[CH:17][N:18]=[C:19]([C:20]4[CH:25]=[C:24]([F:26])[C:23]([O:27][CH3:28])=[CH:22][C:21]=4[O:29][CH2:30][CH:31]4[CH2:33][CH2:32]4)[C:14]=3[NH:13][CH:12]=2)=[O:10])[CH2:3]1.[C:34](Cl)(=[O:37])[CH2:35][CH3:36]>>[C:34]([N:2]1[CH2:7][CH2:6][CH2:5][C@@H:4]([NH:8][C:9]([C:11]2[C:15]3[N:16]=[CH:17][N:18]=[C:19]([C:20]4[CH:25]=[C:24]([F:26])[C:23]([O:27][CH3:28])=[CH:22][C:21]=4[O:29][CH2:30][CH:31]4[CH2:32][CH2:33]4)[C:14]=3[NH:13][CH:12]=2)=[O:10])[CH2:3]1)(=[O:37])[CH2:35][CH3:36] |f:0.1|. Procedure: Starting from 4-(2-cyclopropylmethoxy-5-fluoro-4-methoxy-phenyl)-5H-pyrrolo[3,2-d]pyrimidine-7-carboxylic acid (R)-piperidin-3-ylamide hydrochloride (example A167) and propionyl chloride the title compound is obtained as colorless solid. Starting materials: IC1=CC=C(C=N1)C(=O)O (6-iodo-pyridine-3-carboxylic acid), trimethyl o-formate, C1(=CC=C(C=C1)S(=O)(=O)O)C (p-toluenesulphonic acid). Solvent: CO (methanol). Yields the product IC1=CC=C(C=N1)C(=O)OC (methyl 6-iodo-pyridine-3-carboxylate). The yield is 43.0%. As a reaction SMILES: [I:1][C:2]1[N:7]=[CH:6][C:5]([C:8]([OH:10])=[O:9])=[CH:4][CH:3]=1.[C:11]1(C)C=CC(S(O)(=O)=O)=CC=1>CO>[I:1][C:2]1[N:7]=[CH:6][C:5]([C:8]([O:10][CH3:11])=[O:9])=[CH:4][CH:3]=1. Reported procedure: A solution of 6-iodo-pyridine-3-carboxylic acid (J. Am. Chem. Soc. 72, 1032, (1950)), 1.2 g of trimethyl o-formate and 0.2 g of p-toluenesulphonic acid in 75 ml of methanol is held at reflux for 2 hrs. The reaction mixture is concentrated and the residue is taken up in 50 ml of diethyl ether. The ether phase is washed twice with 50 ml of 2N aqueous sodium hydroxide solution each time and twice with 50 ml of saturated, aqueous sodium chloride solution each time, dried over magnesium sulphate and ... The reactants are CCNC1CCCCCC1, CCOC(C)=O, O=C(Cl)OC(Cl)(Cl)Cl. The product is CCN(C(=O)Cl)C1CCCCCC1. RXN SMILES: [CH2:1]([CH3:2])[NH:3][CH:4]1[CH2:5][CH2:6][CH2:7][CH2:8][CH2:9][CH2:10]1.[CH3:19][CH2:20][O:21][C:22](=[O:23])[CH3:24].[Cl:11][C:12]([O:15][C:13]([Cl:14])=[O:16])([Cl:17])[Cl:18]>>[CH2:1]([CH3:2])[N:3]([CH:4]1[CH2:5][CH2:6][CH2:7][CH2:8][CH2:9][CH2:10]1)[C:12]([Cl:11])=[O:15]. Reactants: O=C1CCC=2NC(=CC21)C(=O)OC (methyl 4-oxo-1,4,5,6-tetrahydrocyclopenta[b]pyrrole-2-carboxylate), FC1=C(C[Mg]Cl)C=CC(=C1)F (2,4-difluorobenzylmagnesium chloride), exo-olefin. Reagents/catalysts: [Pd] (Pd/C). Product: FC1=C(CC2CCC=3NC(=CC32)C(=O)OC)C=CC(=C1)F (methyl 4-(2,4-difluorobenzyl)-1,4,5,6-tetrahydrocyclopenta[b]pyrrole-2-carboxylate). RXN SMILES: O=[C:2]1[C:9]2[CH:8]=[C:7]([C:10]([O:12][CH3:13])=[O:11])[NH:6][C:5]=2[CH2:4][CH2:3]1.[F:14][C:15]1[CH:23]=[C:22]([F:24])[CH:21]=[CH:20][C:16]=1[CH2:17][Mg]Cl>[Pd]>[F:14][C:15]1[CH:23]=[C:22]([F:24])[CH:21]=[CH:20][C:16]=1[CH2:17][CH:2]1[C:9]2[CH:8]=[C:7]([C:10]([O:12][CH3:13])=[O:11])[NH:6][C:5]=2[CH2:4][CH2:3]1. Procedure: The title compound was synthesized in two steps. First, methyl 4-oxo-1,4,5,6-tetrahydrocyclopenta[b]pyrrole-2-carboxylate (0.50 g, 2.8 mmol) was reacted with 2,4-difluorobenzylmagnesium chloride (0.25 M in diethyl ether, 28 mL, 7 mmol) according to General Procedure 3. The resulting exo-olefin ((E)-methyl 4-(2,4-difluorobenzylidene)-1,4,5,6-tetrahydrocyclopenta[b]pyrrole-2-carboxylate) was then converted to the title compound by hydrogenation according to General Procedure 6 (with 5% Pd/C). The ...